This data is from the Open Reaction Database (ORD), a public repository of structured organic reaction records. The task is: describe an organic reaction: reactants, conditions, products, and yield The yield is 41.0%. As a reaction SMILES: [Si]([O:8][CH2:9][CH2:10][N:11]1[CH2:15][C@@H:14]2[CH2:16][N:17]([C:19]3[N:24]=[N:23][C:22]([C:25]4[CH:30]=[CH:29][C:28]([C:31]5[CH:32]=[N:33][NH:34][CH:35]=5)=[CH:27][C:26]=4[OH:36])=[CH:21][CH:20]=3)[CH2:18][C@@H:13]2[CH2:12]1)(C(C)(C)C)(C)C.Cl.N>O1CCOCC1.CO>[OH:8][CH2:9][CH2:10][N:11]1[CH2:12][C@@H:13]2[CH2:18][N:17]([C:19]3[N:24]=[N:23][C:22]([C:25]4[CH:30]=[CH:29][C:28]([C:31]5[CH:35]=[N:34][NH:33][CH:32]=5)=[CH:27][C:26]=4[OH:36])=[CH:21][CH:20]=3)[CH2:16][C@@H:14]2[CH2:15]1. Starting materials: [Si](C)(C)(C(C)(C)C)OCCN1C[C@@H]2[C@H](C1)CN(C2)C2=CC=C(N=N2)C2=C(C=C(C=C2)C=2C=NNC2)O (2-(6-((3aR,6aS)-5-(2-((tert-butyldimethylsilyl)oxy)ethyl)hexahydropyrrolo[3,4-c]pyrrol-2(1H)-yl)pyridazin-3-yl)-5-(1H-pyrazol-4-yl)phenol), Cl (HCl), N (NH3). Yields the product OCCN1C[C@@H]2[C@H](C1)CN(C2)C2=CC=C(N=N2)C2=C(C=C(C=C2)C=2C=NNC2)O (2-(6-((3aR,6aS)-5-(2-hydroxyethyl)hexahydropyrrolo[3,4-c]pyrrol-2(1H)-yl)pyridazin-3-yl)-5-(1H-pyrazol-4-yl)phenol). Reaction conditions: time 8 hour. Procedure: To a solution of 2-(6-((3aR,6aS)-5-(2-((tert-butyldimethylsilyl)oxy)ethyl)hexahydropyrrolo[3,4-c]pyrrol-2(1H)-yl)pyridazin-3-yl)-5-(1H-pyrazol-4-yl)phenol (20 mg, 0.039 mmol) in dioxane (2 mL) was added 4N HCl in dioxane (1 mL, 4.00 mmol). The reaction mixture was stirred at RT overnight, then basified with 2N NH3 in MeOH and concentrated. The crude product was purified via preparative HPLC to give an off-white solid 2-(6-((3aR,6aS)-5-(2-hydroxyethyl)hexahydropyrrolo[3,4-c]pyrrol-2(1H)-yl)pyrida... Run in O1CCOCC1 (dioxane), O1CCOCC1 (dioxane), CO (MeOH). The reactants are CC(C)(C)OC(=O)N1CCC(C#N)CC1, C1CCOC1, C[Si](C)(C)[N-][Si](C)(C)C, Fc1ccccn1, [Na+]. Yields the product CC(C)(C)OC(=O)N1CCC(C#N)(c2ccccn2)CC1. RXN SMILES: [C:1](#[N:2])[CH:3]1[CH2:4][CH2:5][N:6]([C:9](=[O:10])[O:11][C:12]([CH3:13])([CH3:14])[CH3:15])[CH2:7][CH2:8]1.[CH2:33]1[O:34][CH2:35][CH2:36][CH2:37]1.[CH3:23][Si:24]([N-:25][Si:26]([CH3:27])([CH3:28])[CH3:29])([CH3:30])[CH3:31].[F:16][c:17]1[n:18][cH:19][cH:20][cH:21][cH:22]1.[Na+:32]>>[C:1](#[N:2])[C:3]1([c:17]2[n:18][cH:19][cH:20][cH:21][cH:22]2)[CH2:4][CH2:5][N:6]([C:9](=[O:10])[O:11][C:12]([CH3:13])([CH3:14])[CH3:15])[CH2:7][CH2:8]1. Starting materials: BrC=1C=C2N(C[C@@H](N(C2=CC1)C(C)=O)C)C1=NN(C2=C(C=CC=C12)F)C ((S)-1-(6-bromo-4-(7-fluoro-1-methyl-1H-indazol-3-yl)-2-methyl-3,4-dihydroquinoxalin-1(2H)-yl)ethan-1-one), C1(CC1)N1N=CC(=C1)B1OC(C(O1)(C)C)(C)C (1-cyclopropyl-4-(4,4,5,5-tetramethyl-1,3,2-dioxaborolan-2-yl)-1H-pyrazole), C([O-])([O-])=O.[K+].[K+] (potassium carbonate), O1CCOCC1 (1,4-dioxane). The reagents and catalysts are C1=CC=C(C=C1)P([C-]2C=CC=C2)C3=CC=CC=C3.C1=CC=C(C=C1)P([C-]2C=CC=C2)C3=CC=CC=C3.Cl[Pd]Cl.[Fe+2] ([1,1′-bis(diphenylphosphino) ferrocene]dichloropalladium(II)). Solvent: O (water). Reaction conditions: temperature 100 celsius, time 8 hour. Yields the product C1(CC1)N1N=CC(=C1)C=1C=C2N(C[C@@H](N(C2=CC1)C(C)=O)C)C1=NN(C2=C(C=CC=C12)F)C ((S)-1-(6-(1-cyclopropyl-1H-pyrazol-4-yl)-4-(7-fluoro-1-methyl-1H-indazol-3-yl)-2-methyl-3,4-dihydroquinoxalin-1(2H)-yl)ethanone). Isolated yield 26.8%. RXN SMILES: Br[C:2]1[CH:3]=[C:4]2[C:9](=[CH:10][CH:11]=1)[N:8]([C:12](=[O:14])[CH3:13])[C@@H:7]([CH3:15])[CH2:6][N:5]2[C:16]1[C:24]2[C:19](=[C:20]([F:25])[CH:21]=[CH:22][CH:23]=2)[N:18]([CH3:26])[N:17]=1.[CH:27]1([N:30]2[CH:34]=[C:33](B3OC(C)(C)C(C)(C)O3)[CH:32]=[N:31]2)[CH2:29][CH2:28]1.C(=O)([O-])[O-].[K+].[K+].O1CCOCC1>C1C=CC(P(C2C=CC=CC=2)[C-]2C=CC=C2)=CC=1.C1C=CC(P(C2C=CC=CC=2)[C-]2C=CC=C2)=CC=1.Cl[Pd]Cl.[Fe+2].O>[CH:27]1([N:30]2[CH:34]=[C:33]([C:2]3[CH:3]=[C:4]4[C:9](=[CH:10][CH:11]=3)[N:8]([C:12](=[O:14])[CH3:13])[C@@H:7]([CH3:15])[CH2:6][N:5]4[C:16]3[C:24]4[C:19](=[C:20]([F:25])[CH:21]=[CH:22][CH:23]=4)[N:18]([CH3:26])[N:17]=3)[CH:32]=[N:31]2)[CH2:29][CH2:28]1 |f:2.3.4,6.7.8.9|. Procedure details: A 100-mL round-bottom flask was purged with an inert atmosphere of nitrogen and charged with (S)-1-(6-bromo-4-(7-fluoro-1-methyl-1H-indazol-3-yl)-2-methyl-3,4-dihydroquinoxalin-1(2H)-yl)ethan-1-one (46 mg, 0.11 mmol), 1-cyclopropyl-4-(4,4,5,5-tetramethyl-1,3,2-dioxaborolan-2-yl)-1H-pyrazole (77.6 mg, 0.33 mmol), [1,1′-bis(diphenylphosphino) ferrocene]dichloropalladium(II) (8 mg, 0.01 mmol), potassium carbonate (46 mg, 0.33 mmol), 1,4-dioxane (20 mL) and water (2 mL). The resulting mixture stirre... The reactants are C(=O)C1CCSC2=C1N(C=1C=CC=CC21)C (4-formyl-5-methyl-2,3,4,5-tetrahydrothiopyrano[3,2-b]indole), solution, CN (methylamine). The solvent is C1=CC=CC=C1 (benzene), C1=CC=CC=C1 (benzene). Reaction conditions: time 2.5 hour. Product: CN=CC1CCSC2=C1N(C=1C=CC=CC21)C (4-methyliminomethyl-5-methyl-2,3,4,5-tetrahydrothiopyrano[3,2-b]indole). Reaction SMILES: [CH:1]([CH:3]1[C:8]2[N:9]([CH3:16])[C:10]3[CH:11]=[CH:12][CH:13]=[CH:14][C:15]=3[C:7]=2[S:6][CH2:5][CH2:4]1)=O.[CH3:17][NH2:18]>C1C=CC=CC=1>[CH3:17][N:18]=[CH:1][CH:3]1[C:8]2[N:9]([CH3:16])[C:10]3[CH:11]=[CH:12][CH:13]=[CH:14][C:15]=3[C:7]=2[S:6][CH2:5][CH2:4]1. Reported procedure: To a solution of 4-formyl-5-methyl-2,3,4,5-tetrahydrothiopyrano[3,2-b]indole (1.2 g) in benzene (12 ml) is added 10% solution (3.2 g) of methylamine in benzene. The mixture is stirred at room temperature for 2.5 hours and then evaporated to give 4-methyliminomethyl-5-methyl-2,3,4,5-tetrahydrothiopyrano[3,2-b]indole as an oil.